From a dataset of the Open Reaction Database (ORD), a public repository of structured organic reaction records. describe an organic reaction: reactants, conditions, products, and yield Starting materials: Cl.C(N)(=N)N1CCC(CC1)CCC(=O)O (1-amidino-4-piperidinepropionic acid hydrochloride), C(#N)C1=CC=C(C=C1)O (p-cyanophenol), C1(CCCCC1)N=C=NC1CCCCC1 (dicyclohexylcarbodiimide). Run in N1=CC=CC=C1 (pyridine). Conditions: time 20 minute. Yields the product Cl.C(N)(=N)N1CCC(CC1)CCC(=O)OC1=CC=C(C=C1)C#N (p-cyanophenyl 1-amidino-4-piperidinepropionate hydrochloride). Yield: 60.1%. Reaction SMILES: [ClH:1].[C:2]([N:5]1[CH2:10][CH2:9][CH:8]([CH2:11][CH2:12][C:13]([OH:15])=[O:14])[CH2:7][CH2:6]1)(=[NH:4])[NH2:3].[C:16]([C:18]1[CH:23]=[CH:22][C:21](O)=[CH:20][CH:19]=1)#[N:17].C1(N=C=NC2CCCCC2)CCCCC1>N1C=CC=CC=1>[ClH:1].[C:2]([N:5]1[CH2:10][CH2:9][CH:8]([CH2:11][CH2:12][C:13]([O:15][C:21]2[CH:22]=[CH:23][C:18]([C:16]#[N:17])=[CH:19][CH:20]=2)=[O:14])[CH2:7][CH2:6]1)(=[NH:3])[NH2:4] |f:0.1,5.6|. Procedure details: A mixture of 4.0 g of 1-amidino-4-piperidinepropionic acid hydrochloride, 2.0 g of p-cyanophenol and 3.5 g of dicyclohexylcarbodiimide was stirred overnight at room temperature in 20 ml of dry pyridine. Any insoluble materials were filtered, washed with pyridine and extracted with a solution of 20 ml of water and 20 ml of t-butanol, followed by stirring for about 20 minutes. The filtrate, washings and extract were combined together, and the solvent was removed under reduced pressure. The residue... The reactants are BrC=1C=C(C=C(C1OCC(F)(F)F)Cl)C(C(=O)OCC)CC1CC1 (ethyl 2-(3-bromo-5-chloro-4-(2,2,2-trifluoroethoxy)phenyl)-3-cyclopropylpropanoate), CC1=CC=C(C=C1)B(O)O (4-methyl phenylboronic acid), [F-].[Cs+] (Cesium fluoride). The reagents and catalysts are C1(=CC=CC=C1)P(C1=CC=CC=C1)C1=CC=CC=C1.C1(=CC=CC=C1)P(C1=CC=CC=C1)C1=CC=CC=C1.C1(=CC=CC=C1)P(C1=CC=CC=C1)C1=CC=CC=C1.C1(=CC=CC=C1)P(C1=CC=CC=C1)C1=CC=CC=C1.[Pd] (Palladium Tetrakis(triphenylphosphine)). The solvent is COCCOC (DME). Conditions: temperature 100 celsius, time 8 hour. Yields the product ClC=1C=C(C=C(C1OCC(F)(F)F)C1=CC=C(C=C1)C)C(C(=O)OCC)CC1CC1 (ethyl 2-(5-chloro-4′-methyl-6-(2,2,2-trifluoroethoxy) biphenyl-3-yl)-3-cyclopropylpropanoate). The yield is 74.0%. As a reaction SMILES: Br[C:2]1[CH:3]=[C:4]([CH:15]([CH2:21][CH:22]2[CH2:24][CH2:23]2)[C:16]([O:18][CH2:19][CH3:20])=[O:17])[CH:5]=[C:6]([Cl:14])[C:7]=1[O:8][CH2:9][C:10]([F:13])([F:12])[F:11].[CH3:25][C:26]1[CH:31]=[CH:30][C:29](B(O)O)=[CH:28][CH:27]=1.[F-].[Cs+]>COCCOC.C1(P(C2C=CC=CC=2)C2C=CC=CC=2)C=CC=CC=1.C1(P(C2C=CC=CC=2)C2C=CC=CC=2)C=CC=CC=1.C1(P(C2C=CC=CC=2)C2C=CC=CC=2)C=CC=CC=1.C1(P(C2C=CC=CC=2)C2C=CC=CC=2)C=CC=CC=1.[Pd]>[Cl:14][C:6]1[CH:5]=[C:4]([CH:15]([CH2:21][CH:22]2[CH2:24][CH2:23]2)[C:16]([O:18][CH2:19][CH3:20])=[O:17])[CH:3]=[C:2]([C:29]2[CH:30]=[CH:31][C:26]([CH3:25])=[CH:27][CH:28]=2)[C:7]=1[O:8][CH2:9][C:10]([F:13])([F:12])[F:11] |f:2.3,5.6.7.8.9|. Reported procedure: A mixture of compound ethyl 2-(3-bromo-5-chloro-4-(2,2,2-trifluoroethoxy)phenyl)-3-cyclopropylpropanoate (500 mg, 1.15 mmol), 4-methyl phenylboronic acid (0.237 g, 1.74 mmol), Palladium Tetrakis(triphenylphosphine) (0.134 g, 0.116 mmol), Cesium fluoride (0.354 g, 2.23 mmol) in DME (30 ml) was stirred for overnight at 100° C. After completion of the reaction, the precipitate was removed by filtration. The filtrate was diluted with water and extracted with ethyl acetate (2×100 mL). The combined or... Reactants: CCOc1ccc2[nH]c3nc4ccccc4c(=O)n3c2c1, O=C(Cl)c1ccc(Cl)cc1Cl. The product is CCOc1ccc2c(c1)n1c(=O)c3ccccc3nc1n2C(=O)c1ccc(Cl)cc1Cl. RXN SMILES: [CH2:1]([CH3:2])[O:3][c:4]1[cH:5][cH:6][c:7]2[c:8]([cH:9]1)[n:10]1[c:11]([n:12][c:13]3[cH:14][cH:15][cH:16][cH:17][c:18]3[c:19]1=[O:20])[nH:21]2.[Cl:22][c:23]1[c:24]([C:25](=[O:26])[Cl:27])[cH:28][cH:29][c:30]([Cl:32])[cH:31]1>>[CH2:1]([CH3:2])[O:3][c:4]1[cH:5][cH:6][c:7]2[c:8]([cH:9]1)[n:10]1[c:11]([n:12][c:13]3[cH:14][cH:15][cH:16][cH:17][c:18]3[c:19]1=[O:20])[n:21]2[C:25]([c:24]1[c:23]([Cl:22])[cH:31][c:30]([Cl:32])[cH:29][cH:28]1)=[O:26].